This data is from the Open Reaction Database (ORD), a public repository of structured organic reaction records. The task is: describe an organic reaction: reactants, conditions, products, and yield Starting materials: C1CCC2=NCCCN2CC1, Cc1cnc(CN)c(C)c1, COCCOC, Cl, Cl, CS(=O)c1nc(N)nc(-c2ccco2)c1C#N. Product: Cc1cnc(CNc2nc(N)nc(-c3ccco3)c2C#N)c(C)c1. As a reaction SMILES: [CH2:30]1[CH2:31][CH2:32][C:33]2=[N:38][CH2:37][CH2:36][CH2:35][N:34]2[CH2:39][CH2:40]1.[CH3:20][c:21]1[c:22]([CH2:28][NH2:29])[n:23][cH:24][c:25]([CH3:27])[cH:26]1.[CH3:41][O:42][CH2:43][CH2:44][O:45][CH3:46].[ClH:18].[ClH:19].[NH2:1][c:2]1[n:3][c:4]([S:15]([CH3:16])=[O:17])[c:5]([C:13]#[N:14])[c:6](-[c:8]2[o:9][cH:10][cH:11][cH:12]2)[n:7]1>>[NH2:1][c:2]1[n:3][c:4]([NH:29][CH2:28][c:22]2[c:21]([CH3:20])[cH:26][c:25]([CH3:27])[cH:24][n:23]2)[c:5]([C:13]#[N:14])[c:6](-[c:8]2[o:9][cH:10][cH:11][cH:12]2)[n:7]1. Starting materials: [N+](=O)([O-])C=1C=C2CCNC2=CC1 (5-nitroindoline), C(C)(=O)OC(C)=O (acetic anhydride). The solvent is N1=CC=CC=C1 (pyridine). Run at time 17 hour. Yields the product C(C)(=O)N1CCC2=CC(=CC=C12)[N+](=O)[O-] (N-Acetyl-5-nitroindoline). RXN SMILES: [N+:1]([C:4]1[CH:5]=[C:6]2[C:10](=[CH:11][CH:12]=1)[NH:9][CH2:8][CH2:7]2)([O-:3])=[O:2].[C:13](OC(=O)C)(=[O:15])[CH3:14]>N1C=CC=CC=1>[C:13]([N:9]1[C:10]2[C:6](=[CH:5][C:4]([N+:1]([O-:3])=[O:2])=[CH:12][CH:11]=2)[CH2:7][CH2:8]1)(=[O:15])[CH3:14]. Procedure: A mixture of 5-nitroindoline (I, 12.012 g) in pyridine (100 ml) and acetic anhydride (50 ml) is stirred for 17 hr under argon. The mixture is then concentrated under reduced pressure to give the title compound, mp 175°-177°; NMR (CDCl3, 300 MHz) 8.28, 8.10, 8.01, 4.23, 3.31 and 2.28 δ; CMR (CDCl3, 75.47 MHz) 23.95, 27.01, 49.11, 115.73, 119.93, 124.27, 132.4, 143.4 and 169.8 δ; IR (CHCl3) 1680, 1600, 1480, 1470, 1390, 1340 and 1320 cm-1.